Dataset: the Open Reaction Database (ORD), a public repository of structured organic reaction records. Task: describe an organic reaction: reactants, conditions, products, and yield Starting materials: [H-].[Al+3].[Li+].[H-].[H-].[H-] (lithium aluminum hydride), C(CC)N1C(=CC=C1CC)C(C1=CC(=CC=C1)N)=O (1-propyl-2-(3'-aminobenzoyl)-5-ethylpyrrole). Run in O1CCCC1 (tetrahydrofuran), O1CCCC1 (tetrahydrofuran). Run at temperature 0 celsius. The product is C(CC)N1C(=CC=C1CC)C(C1=CC(=CC=C1)N)O (1-propyl-2-(3'-amino-α-hydroxybenzyl)-5-ethylpyrrole). Yield: 93.5%. Reaction SMILES: [H-].[Al+3].[Li+].[H-].[H-].[H-].[CH2:7]([N:10]1[C:14]([CH2:15][CH3:16])=[CH:13][CH:12]=[C:11]1[C:17](=[O:25])[C:18]1[CH:23]=[CH:22][CH:21]=[C:20]([NH2:24])[CH:19]=1)[CH2:8][CH3:9]>O1CCCC1>[CH2:7]([N:10]1[C:14]([CH2:15][CH3:16])=[CH:13][CH:12]=[C:11]1[CH:17]([OH:25])[C:18]1[CH:23]=[CH:22][CH:21]=[C:20]([NH2:24])[CH:19]=1)[CH2:8][CH3:9] |f:0.1.2.3.4.5|. Procedure details: To a stirred suspension of 2 g (50 mmol) of lithium aluminum hydride in 100 ml of anhydrous tetrahydrofuran was added dropwise, at room temperature, a solution of 12 g (46 mmol) of 1-propyl-2-(3'-aminobenzoyl)-5-ethylpyrrole in 100 ml of anhydrous tetrahydrofuran. The reaction mixture was refluxed for 15 minutes, cooled to 0° C. and the excess reagent destroyed by carefully adding ethyl acetate, saturated sodium sulfate solution and solid anhydrous sodium sulfate. The insoluble material was sepa... The reactants are [Br-], C1CCOC1, [Zn+]C1CCCCC1, Cc1nc(C#Cc2ccc(Cl)nc2)cs1, c1ccc(P(c2ccccc2)(c2ccccc2)[Pd](P(c2ccccc2)(c2ccccc2)c2ccccc2)(P(c2ccccc2)(c2ccccc2)c2ccccc2)P(c2ccccc2)(c2ccccc2)c2ccccc2)cc1. Yields the product Cc1nc(C#Cc2ccc(C3CCCCC3)nc2)cs1. Reaction SMILES: [Br-:16].[CH2:24]1[O:25][CH2:26][CH2:27][CH2:28]1.[CH:17]1([Zn+:23])[CH2:18][CH2:19][CH2:20][CH2:21][CH2:22]1.[Cl:1][c:2]1[n:3][cH:4][c:5]([C:8]#[C:9][c:10]2[n:11][c:12]([CH3:15])[s:13][cH:14]2)[cH:6][cH:7]1.[cH:29]1[cH:30][cH:31][c:32]([P:33]([Pd:34]([P:35]([c:36]2[cH:37][cH:38][cH:39][cH:40][cH:41]2)([c:42]2[cH:43][cH:44][cH:45][cH:46][cH:47]2)[c:48]2[cH:49][cH:50][cH:51][cH:52][cH:53]2)([P:54]([c:55]2[cH:56][cH:57][cH:58][cH:59][cH:60]2)([c:61]2[cH:62][cH:63][cH:64][cH:65][cH:66]2)[c:67]2[cH:68][cH:69][cH:70][cH:71][cH:72]2)[P:73]([c:74]2[cH:75][cH:76][cH:77][cH:78][cH:79]2)([c:80]2[cH:81][cH:82][cH:83][cH:84][cH:85]2)[c:86]2[cH:87][cH:88][cH:89][cH:90][cH:91]2)([c:92]2[cH:93][cH:94][cH:95][cH:96][cH:97]2)[c:98]2[cH:99][cH:100][cH:101][cH:102][cH:103]2)[cH:104][cH:105]1>>[c:2]1([CH:17]2[CH2:18][CH2:19][CH2:20][CH2:21][CH2:22]2)[n:3][cH:4][c:5]([C:8]#[C:9][c:10]2[n:11][c:12]([CH3:15])[s:13][cH:14]2)[cH:6][cH:7]1.